Dataset: the Open Reaction Database (ORD), a public repository of structured organic reaction records. Task: describe an organic reaction: reactants, conditions, products, and yield Starting materials: N1C[C@@H](CCC1)N1C(=NC2=C1C=CC=C2)[C@H](C)NC2=C1N=CNC1=NC=N2 ([(S)-1-((R)-1-Piperidin-3-yl-1H-benzoimidazol-2-yl)ethyl]-(9H-purin-6-yl)amine), OC(C(=O)O)(C)C (2-hydroxy-2-methylpropionic acid), C1=CC2=C(N=C1)N(N=N2)O (HOAt), Cl.CN(CCCN=C=NCC)C (N-(3-dimethylaminopropyl)-N′-ethylcarbodiimide hydrochloride), CN1CCOCC1 (4-methylmorpholine). Run in C(Cl)Cl (DCM). Reaction conditions: time 20 hour. Product: N1=CN=C2NC=NC2=C1N[C@@H](C)C1=NC2=C(N1[C@H]1CN(CCC1)C(C(C)(C)O)=O)C=CC=C2 (1-((R)-3-(2-((S)-1-(9H-purin-6-ylamino)ethyl)-1H-benzo[d]imidazol-1-yl)piperidin-1-yl)-2-hydroxy-2-methylpropan-1-one). RXN SMILES: [NH:1]1[CH2:6][CH2:5][CH2:4][C@@H:3]([N:7]2[C:11]3[CH:12]=[CH:13][CH:14]=[CH:15][C:10]=3[N:9]=[C:8]2[C@@H:16]([NH:18][C:19]2[N:27]=[CH:26][N:25]=[C:24]3[C:20]=2[N:21]=[CH:22][NH:23]3)[CH3:17])[CH2:2]1.[OH:28][C:29]([CH3:34])([CH3:33])[C:30](O)=[O:31].C1C=NC2N(O)N=NC=2C=1.Cl.CN(C)CCCN=C=NCC.CN1CCOCC1>C(Cl)Cl>[N:27]1[C:19]([NH:18][C@H:16]([C:8]2[N:7]([C@@H:3]3[CH2:4][CH2:5][CH2:6][N:1]([C:30](=[O:31])[C:29]([OH:28])([CH3:34])[CH3:33])[CH2:2]3)[C:11]3[CH:12]=[CH:13][CH:14]=[CH:15][C:10]=3[N:9]=2)[CH3:17])=[C:20]2[C:24]([NH:23][CH:22]=[N:21]2)=[N:25][CH:26]=1 |f:3.4|. Procedure details: A mixture of [(S)-1-((R)-1-piperidin-3-yl-1H-benzoimidazol-2-yl)ethyl]-(9H-purin-6-yl)amine from Example 16 (150 mg, 0.414 mmol), 2-hydroxy-2-methylpropionic acid (47 mg, 0.455 mmol), HOAt (62 mg, 0.455 mmol), N-(3-dimethylaminopropyl)-N′-ethylcarbodiimide hydrochloride (87 μL, 0.455 mmol) and 4-methylmorpholine (0.10 mL, 0.911 mmol) in anhydrous DCM (4 mL) was stirred at RT for 20 h. Volatiles were removed in vacuo and the resulting residue was purified by column chromatography (Si—PCC, gradien... Reactants: FC1=C(C=CC(=C1)B1OC(C(O1)(C)C)(C)C)C=1N=CC(=NC1)N (5-(2-fluoro-4-(4,4,5,5-tetramethyl-1,3,2-dioxaborolan-2-yl)phenyl)pyrazin-2-amine), BrC1=C(C(=O)NC(C)(C)C)C=C(C=C1)F (2-bromo-N-(tert-butyl)-5-fluorobenzamide). Yields the product NC=1N=CC(=NC1)C1=C(C=C(C=C1)C=1C(=CC(=CC1)F)C(=O)NC(C)(C)C)F (4′-(5-Aminopyrazin-2-yl)-N-tert-butyl-3′,4-difluorobiphenyl-2-carboxamide). Reaction SMILES: [F:1][C:2]1[CH:7]=[C:6](B2OC(C)(C)C(C)(C)O2)[CH:5]=[CH:4][C:3]=1[C:17]1[N:18]=[CH:19][C:20]([NH2:23])=[N:21][CH:22]=1.Br[C:25]1[CH:37]=[CH:36][C:35]([F:38])=[CH:34][C:26]=1[C:27]([NH:29][C:30]([CH3:33])([CH3:32])[CH3:31])=[O:28]>>[NH2:23][C:20]1[N:21]=[CH:22][C:17]([C:3]2[CH:4]=[CH:5][C:6]([C:25]3[C:26]([C:27]([NH:29][C:30]([CH3:33])([CH3:32])[CH3:31])=[O:28])=[CH:34][C:35]([F:38])=[CH:36][CH:37]=3)=[CH:7][C:2]=2[F:1])=[N:18][CH:19]=1. Reported procedure: The title compound was prepared using methods analogous to those described in Example 369 using 5-(2-fluoro-4-(4,4,5,5-tetramethyl-1,3,2-dioxaborolan-2-yl)phenyl)pyrazin-2-amine and 2-bromo-N-(tert-butyl)-5-fluorobenzamide. MS (ESI): mass calcd. for C21H20F2N4O, 382.16; m/z found, 383.2 [M+H]+. The reactants are CCCc1ccc(CCC)c(O)c1, [H-], CI, [Na+], CN(C)C=O. Product: CCCc1ccc(CCC)c(OC)c1. As a reaction SMILES: [CH2:1]([CH2:2][CH3:3])[c:4]1[c:5]([OH:13])[cH:6][c:7]([CH2:10][CH2:11][CH3:12])[cH:8][cH:9]1.[H-:16].[I:14][CH3:15].[Na+:17].[O:18]=[CH:19][N:20]([CH3:21])[CH3:22]>>[CH2:1]([CH2:2][CH3:3])[c:4]1[c:5]([O:13][CH3:15])[cH:6][c:7]([CH2:10][CH2:11][CH3:12])[cH:8][cH:9]1. Starting materials: O=S1(=O)CCCC1, FC(F)(F)CC(Cl)C(F)(F)F, [F-], [K+]. Product: FC(F)(F)C=CC(F)(F)F. Reaction SMILES: [CH2:12]1[S:13](=[O:14])(=[O:15])[CH2:16][CH2:17][CH2:18]1.[Cl:1][CH:2]([C:3]([F:4])([F:5])[F:6])[CH2:7][C:8]([F:9])([F:10])[F:11].[F-:19].[K+:20]>>[CH:2]([C:3]([F:4])([F:5])[F:6])=[CH:7][C:8]([F:9])([F:10])[F:11]. The reactants are CO, CCO, CC(C)N(CCC(c1ccccc1)c1cc(CCC(N)=O)ccc1O)C(C)C, Cl, [K+], [OH-], O. Yields the product CC(C)N(CCC(c1ccccc1)c1cc(CCC(=O)O)ccc1O)C(C)C, Cl. As a reaction SMILES: [CH3:32][OH:33].[CH3:34][CH2:35][OH:36].[CH:2]([CH3:3])([CH3:4])[N:5]([CH2:6][CH2:7][CH:8]([c:9]1[cH:10][cH:11][cH:12][cH:13][cH:14]1)[c:15]1[c:16]([OH:26])[cH:17][cH:18][c:19]([CH2:21][CH2:22][C:23](=[O:24])[NH2:25])[cH:20]1)[CH:27]([CH3:28])[CH3:29].[ClH:1].[K+:31].[OH-:30].[OH2:37]>>[CH:2]([CH3:3])([CH3:4])[N:5]([CH2:6][CH2:7][CH:8]([c:9]1[cH:10][cH:11][cH:12][cH:13][cH:14]1)[c:15]1[c:16]([OH:26])[cH:17][cH:18][c:19]([CH2:21][CH2:22][C:32](=[O:30])[OH:33])[cH:20]1)[CH:27]([CH3:28])[CH3:29].[ClH:1].